Dataset: the Open Reaction Database (ORD), a public repository of structured organic reaction records. Task: describe an organic reaction: reactants, conditions, products, and yield Reactants: C(C)(=O)OCC1=C(C(=C(C=C1)OC)OC)F (2-fluoro-3,4-dimethoxybenzyl acetate), [OH-].[Na+] (sodium hydroxide). Run in CO (methanol). Yields the product FC1=C(CO)C=CC(=C1OC)OC (2-fluoro-3,4-dimethoxybenzyl alcohol). As a reaction SMILES: C([O:4][CH2:5][C:6]1[CH:11]=[CH:10][C:9]([O:12][CH3:13])=[C:8]([O:14][CH3:15])[C:7]=1[F:16])(=O)C.[OH-].[Na+]>CO>[F:16][C:7]1[C:8]([O:14][CH3:15])=[C:9]([O:12][CH3:13])[CH:10]=[CH:11][C:6]=1[CH2:5][OH:4] |f:1.2|. Procedure details: 5.4 g of 2-fluoro-3,4-dimethoxybenzyl acetate are heated to 80° for 1.5 hours together with 50 ml of methanol and 50 ml of 1N sodium hydroxide solution. After evaporation of the methanol the residue is extracted with methylene chloride. The combined extracts are washed with water, dried over sodium sulfate and evaporated. The residue is chromatographed on 80 g of silica gel with methylene chloride/methanol (95:5). 2-fluoro-3,4-dimethoxybenzyl alcohol is obtained as an oil. Reactants: C(C)(C)[N-]C(C)C.[Li+] (lithium diisopropylamide), ClC1=CC=C(C=C1)S(=O)(=O)N1C2CC(CC1CCC2)=O (9-[(4-chlorophenyl)sulfonyl]-9-azabicyclo[3.3.1]nonan-3-one), C(C(=O)C)#N (pyruvonitrile). The solvent is C1CCOC1 (THF). Yields the product C(C)(=O)C1C2CCCC(CC1=O)N2S(=O)(=O)C2=CC=C(C=C2)Cl (2-acetyl-9-(4-chlorophenylsulfonyl)-9-azabicyclo[3.3.1]nonan-3-one). RXN SMILES: [Cl:1][C:2]1[CH:7]=[CH:6][C:5]([S:8]([N:11]2[CH:16]3[CH2:17][CH2:18][CH2:19][CH:12]2[CH2:13][C:14](=[O:20])[CH2:15]3)(=[O:10])=[O:9])=[CH:4][CH:3]=1.C([N-]C(C)C)(C)C.[Li+].[C:29](#N)[C:30](C)=[O:31]>C1COCC1>[C:30]([CH:15]1[C:14](=[O:20])[CH2:13][CH:12]2[N:11]([S:8]([C:5]3[CH:4]=[CH:3][C:2]([Cl:1])=[CH:7][CH:6]=3)(=[O:9])=[O:10])[CH:16]1[CH2:17][CH2:18][CH2:19]2)(=[O:31])[CH3:29] |f:1.2|. Reported procedure: The ketone (9-[(4-chlorophenyl)sulfonyl]-9-azabicyclo[3.3.1]nonan-3-one, 94 mg, 0.30 mmol) under nitrogen was dissolved in THF (1.5 mL), and with good stirring at room temperature, lithium diisopropylamide (1.0 M in cyclohexane/THF, 1.0 mL, 1.0 mmol) was added all at once by syringe. After stirring for 15 min, pyruvonitrile (140 mg, 2.0 mmol) was added all at once to the reaction mixture and stirred vigorously for 30 min at RT and for 24 h in a 60° C. bath. The reaction mixture was partially eva... Starting materials: C(C)OP(OCC)(=O)CNC1=C(C=C(C=C1)Cl)[N+](=O)[O-] ([(4-Chloro-2-nitro-phenylamino)-methyl]-phosphonic acid diethyl ester), [H][H] (hydrogen). Reagents/catalysts: [Pt] (Platinum on carbon). Solvent: C(C)O (ethanol). Yields the product C(C)OP(OCC)(=O)CNC1=C(C=C(C=C1)Cl)N ([(2-Amino-4-chloro-phenylamino)-methyl]-phosphonic acid diethyl ester). RXN SMILES: [CH2:1]([O:3][P:4]([CH2:9][NH:10][C:11]1[CH:16]=[CH:15][C:14]([Cl:17])=[CH:13][C:12]=1[N+:18]([O-])=O)(=[O:8])[O:5][CH2:6][CH3:7])[CH3:2].[H][H]>C(O)C.[Pt]>[CH2:1]([O:3][P:4]([CH2:9][NH:10][C:11]1[CH:16]=[CH:15][C:14]([Cl:17])=[CH:13][C:12]=1[NH2:18])(=[O:8])[O:5][CH2:6][CH3:7])[CH3:2]. Procedure details: A solution of [(4-Chloro-2-nitro-phenylamino)-methyl]-phosphonic acid diethyl ester (45g, 0.139 moles) in ethanol (500 mL) was treated under nitrogen at once with 5% Platinum on carbon (1.125 g) and then hydrogenated at 30° C. until the hydrogen uptake ceased. After purging the reaction vessel with nitrogen the reaction mixture was filtered through solka floc. The filter cake was washed with ethanol (100 mL) and the filtrate was used as such for next step without purification. Yields the product S1C(=CC=C1)C1(CC1)C#N (1-(thiophen-2-yl)cyclopropanecarbonitrile). As a reaction SMILES: [H-].[Na+].[S:3]1[CH:7]=[CH:6][CH:5]=[C:4]1[CH2:8][C:9]#[N:10].Br[CH2:12][CH2:13]Cl.O>CS(C)=O>[S:3]1[CH:7]=[CH:6][CH:5]=[C:4]1[C:8]1([C:9]#[N:10])[CH2:13][CH2:12]1 |f:0.1|. The solvent is CS(=O)C (DMSO), CS(=O)C (DMSO), CS(=O)C (DMSO). Reactants: S1C(=CC=C1)CC#N (thiophen-2-ylacetonitrile), BrCCCl (1-bromo-2-chloroethane), O (Water), [H-].[Na+] (sodium hydride). Reaction conditions: time 0.5 hour. Reported procedure: To a suspension of sodium hydride (19.1 g) in DMSO (200 mL) was added dropwise a solution of thiophen-2-ylacetonitrile (25 g) in DMSO (20 mL) at 0° C. under a nitrogen atmosphere, and the mixture was stirred for 0.5 hr. To the obtained reaction mixture was added dropwise a solution of 1-bromo-2-chloroethane (25 mL) in DMSO (20 mL) at 0° C. under a nitrogen atmosphere, and the mixture was stirred at room temperature for 3 days. Water was added to the reaction mixture, and the mixture was extracte...